From a dataset of the Open Reaction Database (ORD), a public repository of structured organic reaction records. describe an organic reaction: reactants, conditions, products, and yield Reactants: O[C@@H](C(=O)NC1=CC=C(CNC(OC(C)(C)C)=O)C=C1)[C@@H]1C(N(CCO1)C=1C=C2C(N(CC2=CC1)C)=O)=O (tert-butyl 4-((R)-2-hydroxy-2-((R)-4-(2-methyl-3-oxoisoindolin-5-yl)-3-oxomorpholin-2-yl)acetamido)benzylcarbamate), Cl.O1CCOCC1 (HCl dioxane). Conditions: time 3 hour. Yields the product NCC1=CC=C(C=C1)NC([C@@H]([C@@H]1C(N(CCO1)C=1C=C2C(N(CC2=CC1)C)=O)=O)O)=O ((R)—N-(4-(aminomethyl)phenyl)-2-hydroxy-2-((R)-4-(2-methyl-3-oxoisoindolin-5-yl)-3-oxomorpholin-2-yl)acetamide). Yield: 89.0%. RXN SMILES: [OH:1][C@H:2]([C@H:21]1[O:26][CH2:25][CH2:24][N:23]([C:27]2[CH:28]=[C:29]3[C:33](=[CH:34][CH:35]=2)[CH2:32][N:31]([CH3:36])[C:30]3=[O:37])[C:22]1=[O:38])[C:3]([NH:5][C:6]1[CH:20]=[CH:19][C:9]([CH2:10][NH:11]C(=O)OC(C)(C)C)=[CH:8][CH:7]=1)=[O:4].Cl.O1CCOCC1>>[NH2:11][CH2:10][C:9]1[CH:19]=[CH:20][C:6]([NH:5][C:3](=[O:4])[C@H:2]([OH:1])[C@H:21]2[O:26][CH2:25][CH2:24][N:23]([C:27]3[CH:28]=[C:29]4[C:33](=[CH:34][CH:35]=3)[CH2:32][N:31]([CH3:36])[C:30]4=[O:37])[C:22]2=[O:38])=[CH:7][CH:8]=1 |f:1.2|. Reported procedure: To round bottom flask charged with the compound 71-2 (50 mg) at rt was added 4 N HCl/dioxane (3 mL). The resulting solution was stirred for 3 h, concentrated under reduced pressure, and placed under high vacuum. The crude product was dissolved in MeOH and Et2O and the resultant solid was collected and dried to afford EXAMPLE 71 (36 mg) as an off-white solid. LC-MS: M+H=425 (free base). Starting materials: c3ccc(n2cnc1ccccc12)cc3 (effective_coupling_partner), CN(C)C(=O)Oc1ccccc1 (substrate). The reagents and catalysts are dcype. Run at temperature 110 celsius, time 12 hour. The product is c4ccc(c2nc1ccccc1n2c3ccccc3)cc4. The reactants are ClCCl, CC(C)(C)ON=O, SC(c1ccccc1)(c1ccccc1)c1ccccc1. The product is O=NSC(c1ccccc1)(c1ccccc1)c1ccccc1. As a reaction SMILES: [CH2:28]([Cl:29])[Cl:30].[N:21](=[O:22])[O:23][C:24]([CH3:25])([CH3:26])[CH3:27].[c:1]1([C:7]([c:8]2[cH:9][cH:10][cH:11][cH:12][cH:13]2)([c:14]2[cH:15][cH:16][cH:17][cH:18][cH:19]2)[SH:20])[cH:2][cH:3][cH:4][cH:5][cH:6]1>>[c:1]1([C:7]([c:8]2[cH:9][cH:10][cH:11][cH:12][cH:13]2)([c:14]2[cH:15][cH:16][cH:17][cH:18][cH:19]2)[S:20][N:21]=[O:22])[cH:2][cH:3][cH:4][cH:5][cH:6]1. The reactants are CC(=O)[O-], CC(=O)[O-], COC(=O)c1ccc(Br)cc1Cl, Cc1ccccc1, OB(O)C1CC1, [K+], [K+], [K+], O, O=P([O-])([O-])[O-], [Pd+2], c1ccc(P(c2ccccc2)c2ccccc2)cc1. The product is COC(=O)c1ccc(C2CC2)cc1Cl. As a reaction SMILES: [C:53]([O-:54])(=[O:55])[CH3:56].[C:58]([O-:59])(=[O:60])[CH3:61].[CH3:1][O:2][C:3]([c:4]1[c:5]([Cl:11])[cH:6][c:7]([Br:10])[cH:8][cH:9]1)=[O:12].[CH3:46][c:47]1[cH:48][cH:49][cH:50][cH:51][cH:52]1.[CH:13]1([B:16]([OH:17])[OH:18])[CH2:14][CH2:15]1.[K+:24].[K+:25].[K+:26].[OH2:62].[P:19]([O-:20])([O-:21])([O-:22])=[O:23].[Pd+2:57].[c:27]1([P:28]([c:29]2[cH:30][cH:31][cH:32][cH:33][cH:34]2)[c:35]2[cH:36][cH:37][cH:38][cH:39][cH:40]2)[cH:41][cH:42][cH:43][cH:44][cH:45]1>>[CH3:1][O:2][C:3]([c:4]1[c:5]([Cl:11])[cH:6][c:7]([CH:13]2[CH2:14][CH2:15]2)[cH:8][cH:9]1)=[O:12]. The reactants are NC=1C=C(C=C(C1)Cl)NC(OC(C)(C)C)=O (3-amino-5-chlorophenylcarbamic acid, 1,1-dimethylethyl ester), Cl (HCl), [N-]=[N+]=[N-].[Na+] (sodium azide), S(N)(O)(=O)=O (sulfamic acid), N(=O)[O-].[Na+] (sodium nitrite). Run in CO (methanol), O (water), C(Cl)(Cl)Cl (chloroform). Conditions: temperature 0 celsius, time 10 minute. Yields the product N(=[N+]=[N-])C=1C=C(C=C(C1)Cl)NC(OC(C)(C)C)=O (3-azido-5-chlorophenylcarbamic acid, 1,1-dimethylethyl ester). Isolated yield 57.0%. RXN SMILES: [NH2:1][C:2]1[CH:3]=[C:4]([NH:9][C:10](=[O:16])[O:11][C:12]([CH3:15])([CH3:14])[CH3:13])[CH:5]=[C:6]([Cl:8])[CH:7]=1.Cl.N([O-])=O.[Na+].S(=O)(=O)(O)N.[N-:27]=[N+:28]=[N-].[Na+]>O.C(Cl)(Cl)Cl.CO>[N:1]([C:2]1[CH:3]=[C:4]([NH:9][C:10](=[O:16])[O:11][C:12]([CH3:13])([CH3:15])[CH3:14])[CH:5]=[C:6]([Cl:8])[CH:7]=1)=[N+:27]=[N-:28] |f:2.3,5.6|. Procedure: Step A-3. A stirred solution of 3-amino-5-chlorophenylcarbamic acid, 1,1-dimethylethyl ester (A-2, 2.06 g, 8.49 mmol) in 170 mL of a 50:50 mixture of methanol and 0.1N aqueous HCl is cooled to 0° C. An aqueous solution of sodium nitrite (1.2 M, 8.5 mL) is added dropwise. After 10 min, sulfamic acid (0.824 g) is added and then sodium azide (0.662 g) in 2.5 mL of water is added dropwise. The reaction mixture is stirred at 0° C. for 15 min, then poured into chloroform (500 mL). The phases are separ...